From a dataset of the Open Reaction Database (ORD), a public repository of structured organic reaction records. describe an organic reaction: reactants, conditions, products, and yield Starting materials: C(O)([O-])=O.[Na+] (sodium hydrogen carbonate), COC=1C=C2C(=CC=NC2=CC1OC)OC1=CC=C(C=C1)N (6,7-Dimethoxy-4-(4-aminophenoxy)quinoline), COC1=C(N)C=C(C=C1)OC (2,5-Dimethoxyaniline), ClC(Cl)(OC(OC(Cl)(Cl)Cl)=O)Cl (triphosgene). Run in C1(=CC=CC=C1)C (toluene), C(C)N(CC)CC (triethylamine). Yields the product COC1=C(C=C(C=C1)OC)NC(=O)NC1=CC=C(C=C1)OC1=CC=NC2=CC(=C(C=C12)OC)OC (N-(2,5-Dimethoxyphenyl)-N'-{4-[(6,7-dimethoxy-4-quinolyl)oxy]phenyl}urea). Isolated yield 90.1%. As a reaction SMILES: [CH3:1][O:2][C:3]1[CH:4]=[C:5]2[C:10](=[CH:11][C:12]=1[O:13][CH3:14])[N:9]=[CH:8][CH:7]=[C:6]2[O:15][C:16]1[CH:21]=[CH:20][C:19]([NH2:22])=[CH:18][CH:17]=1.Cl[C:24](Cl)([O:26]C(=O)OC(Cl)(Cl)Cl)Cl.[CH3:35][O:36][C:37]1[CH:43]=[CH:42][C:41]([O:44][CH3:45])=[CH:40][C:38]=1[NH2:39].C(=O)([O-])O.[Na+]>C1(C)C=CC=CC=1.C(N(CC)CC)C>[CH3:35][O:36][C:37]1[CH:43]=[CH:42][C:41]([O:44][CH3:45])=[CH:40][C:38]=1[NH:39][C:24]([NH:22][C:19]1[CH:18]=[CH:17][C:16]([O:15][C:6]2[C:5]3[C:10](=[CH:11][C:12]([O:13][CH3:14])=[C:3]([O:2][CH3:1])[CH:4]=3)[N:9]=[CH:8][CH:7]=2)=[CH:21][CH:20]=1)=[O:26] |f:3.4|. Procedure: 6,7-Dimethoxy-4-(4-aminophenoxy)quinoline (56 mg) was dissolved in toluene (5 ml) with heat, after the addition of triethylamine (1 ml), triphosgene (66 mg) was added, and the admixture was refluxed with heat for 3 minutes. 2,5-Dimethoxyaniline (102 mg) was added to the reaction mixture, and the admixture was refluxed with heat for 10 minutes. After the addition of aqueous sodium hydrogen carbonate, the reaction mixture was extracted 2 times with ethyl acetate, and the organic layer was then was... Reactants: ClCCl, CC(C)(C)OC(=O)NCC(=O)Nc1ccc2oc3c(c2c1)CCCCC3, O=C(O)C(F)(F)F. RXN SMILES: [Cl:34][CH2:35][Cl:36].[O:1]=[C:2]([CH2:3][NH:4][C:5](=[O:6])[O:7][C:8]([CH3:9])([CH3:10])[CH3:11])[NH:12][c:13]1[cH:14][c:15]2[c:16]([o:17][c:18]3[c:19]2[CH2:20][CH2:21][CH2:22][CH2:23][CH2:24]3)[cH:25][cH:26]1.[OH:27][C:28]([C:29]([F:30])([F:31])[F:32])=[O:33]>>[O:1]=[C:2]([CH2:3][NH2:4])[NH:12][c:13]1[cH:14][c:15]2[c:16]([o:17][c:18]3[c:19]2[CH2:20][CH2:21][CH2:22][CH2:23][CH2:24]3)[cH:25][cH:26]1. Product: NCC(=O)Nc1ccc2oc3c(c2c1)CCCCC3. Reactants: COc1ccc(Br)cc1C1CN(Cc2ccccc2)CCO1, CCOCC, CN1CCCC1=O, N#C[Cu]C#N, [Na+], [OH-]. Product: COc1ccc(C#N)cc1C1CN(Cc2ccccc2)CCO1. RXN SMILES: [CH2:1]([c:2]1[cH:3][cH:4][cH:5][cH:6][cH:7]1)[N:8]1[CH2:9][CH:10]([c:14]2[c:15]([O:21][CH3:22])[cH:16][cH:17][c:18]([Br:20])[cH:19]2)[O:11][CH2:12][CH2:13]1.[CH3:28][CH2:29][O:30][CH2:31][CH3:32].[CH3:35][N:36]1[CH2:37][CH2:38][CH2:39][C:40]1=[O:41].[Cu:23]([C:24]#[N:25])[C:26]#[N:27].[Na+:34].[OH-:33]>>[CH2:1]([c:2]1[cH:3][cH:4][cH:5][cH:6][cH:7]1)[N:8]1[CH2:9][CH:10]([c:14]2[c:15]([O:21][CH3:22])[cH:16][cH:17][c:18]([C:24]#[N:25])[cH:19]2)[O:11][CH2:12][CH2:13]1. The product is C(CCCCC)OC=1C=NC(=NC1)C1=CC=C(C=C1)OCCCCCOCC(F)(F)OC(C(OC(C(C(C(F)(F)F)(F)F)(F)F)(F)F)(F)F)(F)F (5-Hexyloxy-2-[4-(5-(2-(2 -(nonafluorobutoxy)tetrafluoroethoxy)-2,2 -difluoroethoxy)pentyloxy)phenyl]pyrimidine). The solvent is O (water), C1(=CC=CC=C1)C (Toluene). Reaction SMILES: [F:1][C:2]([F:32])([C:28]([F:31])([F:30])[F:29])[C:3]([F:27])([F:26])[C:4]([F:25])([F:24])[O:5][C:6]([F:23])([F:22])[C:7]([F:21])([F:20])[O:8][C:9]([F:19])([F:18])[CH2:10][O:11][CH2:12][CH2:13][CH2:14][CH2:15][CH2:16]Br.[CH2:33]([O:39][C:40]1[CH:41]=[N:42][C:43]([C:46]2[CH:51]=[CH:50][C:49]([OH:52])=[CH:48][CH:47]=2)=[N:44][CH:45]=1)[CH2:34][CH2:35][CH2:36][CH2:37][CH3:38].C(=O)([O-])[O-].[K+].[K+].C(#N)C>O.C1(C)C=CC=CC=1>[CH2:33]([O:39][C:40]1[CH:45]=[N:44][C:43]([C:46]2[CH:47]=[CH:48][C:49]([O:52][CH2:16][CH2:15][CH2:14][CH2:13][CH2:12][O:11][CH2:10][C:9]([O:8][C:7]([F:21])([F:20])[C:6]([F:23])([F:22])[O:5][C:4]([F:25])([F:24])[C:3]([F:27])([F:26])[C:2]([F:32])([F:1])[C:28]([F:31])([F:30])[F:29])([F:19])[F:18])=[CH:50][CH:51]=2)=[N:42][CH:41]=1)[CH2:34][CH2:35][CH2:36][CH2:37][CH3:38] |f:2.3.4|. Procedure details: A 500 mL flask was charged with 5-(2-(2 -(nonafluorobutoxy)tetrafluoroethoxy)-2,2 -difluoroethoxy)-l-bromopentane (18.6 g, 32 mmol; prepared from 1,5-dibromopentane and 2-(2 -(nonafluorobutoxy)tetrafluoroethoxy)-2,2 -difluoroethanol), 5-hexyloxy-2-(4 -hydroxyphenyl)pyrimidine (8.0 g, 29.4 mmol), potassium carbonate (5.4 g, 39 mmol), and acetonitrile (200 mL), and the resulting mixture was stirred and refluxed overnight under nitrogen. Toluene (150 mL) and water (150 mL) were added to the refluxe... Reactants: FC(C(C(OC(C(OC(COCCCCCBr)(F)F)(F)F)(F)F)(F)F)(F)F)(C(F)(F)F)F (5-(2-(2 -(nonafluorobutoxy)tetrafluoroethoxy)-2,2 -difluoroethoxy)-l-bromopentane), C(CCCCC)OC=1C=NC(=NC1)C1=CC=C(C=C1)O (5-hexyloxy-2-(4 -hydroxyphenyl)pyrimidine), C([O-])([O-])=O.[K+].[K+] (potassium carbonate), C(C)#N (acetonitrile). Reactants: Clc1ncnc2[nH]nc(Br)c12, CCOCc1cc(NCCN2CCCC2)c(C)c(N2CCNCC2)c1, CO, CC(C)O, ClCCl. Yields the product CCOCc1cc(NCCN2CCCC2)c(C)c(N2CCN(c3ncnc4[nH]nc(Br)c34)CC2)c1. Reaction SMILES: [Br:30][c:31]1[n:32][nH:33][c:34]2[n:35][cH:36][n:37][c:38]([Cl:40])[c:39]12.[CH2:1]([CH3:2])[O:3][CH2:4][c:5]1[cH:6][c:7]([N:20]2[CH2:21][CH2:22][NH:23][CH2:24][CH2:25]2)[c:8]([CH3:19])[c:9]([NH:11][CH2:12][CH2:13][N:14]2[CH2:15][CH2:16][CH2:17][CH2:18]2)[cH:10]1.[CH3:41][OH:42].[CH:26]([OH:27])([CH3:28])[CH3:29].[Cl:43][CH2:44][Cl:45]>>[CH2:1]([CH3:2])[O:3][CH2:4][c:5]1[cH:6][c:7]([N:20]2[CH2:21][CH2:22][N:23]([c:38]3[n:37][cH:36][n:35][c:34]4[nH:33][n:32][c:31]([Br:30])[c:39]43)[CH2:24][CH2:25]2)[c:8]([CH3:19])[c:9]([NH:11][CH2:12][CH2:13][N:14]2[CH2:15][CH2:16][CH2:17][CH2:18]2)[cH:10]1.